From a dataset of the Open Reaction Database (ORD), a public repository of structured organic reaction records. describe an organic reaction: reactants, conditions, products, and yield The reactants are C(=O)C1=COC2=C(C1=O)C=C(C(=C2)NS(=O)(=O)C)OC2=CC=CC=C2 (3-Formyl-7-methylsulfonylamino-6-phenoxy-4H-1-benzopyran-4-one), C[Mg]I (methylmagnesium iodide). Product: OC(C)C1=COC2=C(C1=O)C=C(C(=C2)NS(=O)(=O)C)OC2=CC=CC=C2 (3-(1-hydroxyethyl)-7-methylsulfonylamino-6-phenoxy-4H-1-benzopyran-4-one). Reaction SMILES: [CH:1]([C:3]1[C:8](=[O:9])[C:7]2[CH:10]=[C:11]([O:19][C:20]3[CH:25]=[CH:24][CH:23]=[CH:22][CH:21]=3)[C:12]([NH:14][S:15]([CH3:18])(=[O:17])=[O:16])=[CH:13][C:6]=2[O:5][CH:4]=1)=[O:2].[CH3:26][Mg]I>>[OH:2][CH:1]([C:3]1[C:8](=[O:9])[C:7]2[CH:10]=[C:11]([O:19][C:20]3[CH:25]=[CH:24][CH:23]=[CH:22][CH:21]=3)[C:12]([NH:14][S:15]([CH3:18])(=[O:17])=[O:16])=[CH:13][C:6]=2[O:5][CH:4]=1)[CH3:26]. Procedure: 3-Formyl-7-methylsulfonylamino-6-phenoxy-4H-1-benzopyran-4-one was reacted with methylmagnesium iodide to obtain 3-(1-hydroxyethyl)-7-methylsulfonylamino-6-phenoxy-4H-1-benzopyran-4-one. Reactants: COc1cc(C(=O)c2c(C)c(C(=O)O)c3ccccn23)ccc1[N+](=O)[O-], Cl, CCOC(=O)CN. RXN SMILES: [CH3:1][O:2][c:3]1[cH:4][c:5]([C:6](=[O:7])[c:8]2[c:9]([CH3:20])[c:10]([C:17](=[O:18])[OH:19])[c:11]3[cH:12][cH:13][cH:14][cH:15][n:16]23)[cH:21][cH:22][c:23]1[N+:24](=[O:25])[O-:26].[ClH:27].[NH2:28][CH2:29][C:30](=[O:31])[O:32][CH2:33][CH3:34]>>[CH3:1][O:2][c:3]1[cH:4][c:5]([C:6](=[O:7])[c:8]2[c:9]([CH3:20])[c:10]([C:17](=[O:19])[NH:28][CH2:29][C:30](=[O:31])[O:32][CH2:33][CH3:34])[c:11]3[cH:12][cH:13][cH:14][cH:15][n:16]23)[cH:21][cH:22][c:23]1[N+:24](=[O:25])[O-:26]. Product: CCOC(=O)CNC(=O)c1c(C)c(C(=O)c2ccc([N+](=O)[O-])c(OC)c2)n2ccccc12. The reactants are COC(=O)Cn1nnc(N)n1, O=C(Cl)C1c2ccccc2Oc2ccccc21. Product: COC(=O)Cn1nnc(NC(=O)C2c3ccccc3Oc3ccccc32)n1. RXN SMILES: [CH3:1][O:2][C:3]([CH2:4][n:5]1[n:6][c:7]([NH2:10])[n:8][n:9]1)=[O:11].[cH:12]1[cH:13][cH:14][cH:15][c:16]2[c:25]1[CH:24]([C:26](=[O:27])[Cl:28])[c:23]1[c:18]([cH:19][cH:20][cH:21][cH:22]1)[O:17]2>>[CH3:1][O:2][C:3]([CH2:4][n:5]1[n:6][c:7]([NH:10][C:26]([CH:24]2[c:23]3[c:18]([cH:19][cH:20][cH:21][cH:22]3)[O:17][c:16]3[cH:15][cH:14][cH:13][cH:12][c:25]32)=[O:27])[n:8][n:9]1)=[O:11]. As a reaction SMILES: [Br:9][c:10]1[cH:11][c:12]([C:17]([F:18])([F:19])[F:20])[c:13]([NH2:14])[cH:15][cH:16]1.[CH3:21][S:22][CH3:23].[CH3:24][C:25]#[N:26].[N:1]([O:2][CH2:3][CH2:4][CH:5]([CH3:6])[CH3:7])=[O:8]>>[Br:9][c:10]1[cH:11][c:12]([C:17]([F:18])([F:19])[F:20])[c:13]([S:22][CH3:21])[cH:15][cH:16]1. The reactants are Nc1ccc(Br)cc1C(F)(F)F, CSC, CC#N, CC(C)CCON=O. The product is CSc1ccc(Br)cc1C(F)(F)F.